The task is: describe an organic reaction: reactants, conditions, products, and yield. This data is from the Open Reaction Database (ORD), a public repository of structured organic reaction records. Reactants: OC(C1(CC1)C(=O)OCC)C1=CC=CC=C1 (ethyl 1-[hydroxy(phenyl)methyl]cyclopropanecarboxylate), [H-].[Al+3].[Li+].[H-].[H-].[H-] (Lithium aluminum hydride), [OH-].[Na+] (NaOH), C(=O)(O)[O-].[Na+] (NaHCO3). Run in CCOCC (ether), CCOCC (ether). Run at temperature -10 celsius, time 2 hour. Product: OCC1(CC1)C(O)C1=CC=CC=C1 ([1-(hydroxymethyl)cyclopropyl](phenyl)methanol). Yield: 99.0%. RXN SMILES: [H-].[Al+3].[Li+].[H-].[H-].[H-].[OH:7][CH:8]([C:17]1[CH:22]=[CH:21][CH:20]=[CH:19][CH:18]=1)[C:9]1([C:12](OCC)=[O:13])[CH2:11][CH2:10]1.C([O-])(O)=O.[Na+].[OH-].[Na+]>CCOCC>[OH:13][CH2:12][C:9]1([CH:8]([C:17]2[CH:22]=[CH:21][CH:20]=[CH:19][CH:18]=2)[OH:7])[CH2:11][CH2:10]1 |f:0.1.2.3.4.5,7.8,9.10|. Procedure: Lithium aluminum hydride (0.39 g, 10.2 mmol) was mixed with ether (12 ml) and the mixture was cooled to −10° C. Thereto was added dropwise a solution of ethyl 1-[hydroxy(phenyl)methyl]cyclopropanecarboxylate (1.5 g, 6.8 mmol) in ether (3 ml) at the same temperature over 15 min, and the mixture was stirred at −10° C. for 1 h and at room temperature for 2 h. Thereafter, the mixture was cooled to −20° C., and 10% NaHCO3 aq. (2 ml) was added dropwise. Then, 20% NaOH aq. (2 ml) was added dropwise, an... Reactants: C1CCOC1, COC(=O)c1cccc2c1c1c(O)cc(C)cc1n2Cc1cccc(F)c1, [NH4+], [OH-]. Yields the product Cc1cc(O)c2c3c(C(N)=O)cccc3n(Cc3cccc(F)c3)c2c1. RXN SMILES: [CH2:30]1[O:31][CH2:32][CH2:33][CH2:34]1.[F:1][c:2]1[cH:3][c:4]([CH2:8][n:9]2[c:10]3[cH:11][cH:12][cH:13][c:14]([C:24]([O:26][CH3:25])=[O:27])[c:15]3[c:16]3[c:17]([OH:23])[cH:18][c:19]([CH3:22])[cH:20][c:21]23)[cH:5][cH:6][cH:7]1.[NH4+:28].[OH-:29]>>[F:1][c:2]1[cH:3][c:4]([CH2:8][n:9]2[c:10]3[cH:11][cH:12][cH:13][c:14]([C:24](=[O:26])[NH2:28])[c:15]3[c:16]3[c:17]([OH:23])[cH:18][c:19]([CH3:22])[cH:20][c:21]23)[cH:5][cH:6][cH:7]1.